describe an organic reaction: reactants, conditions, products, and yield From a dataset of the Open Reaction Database (ORD), a public repository of structured organic reaction records. The reactants are COC(=O)OC, CO, Nc1nc(C2CC2)nc(C(=O)O)c1Cl, [Na+], [OH-], O, O, O=S(=O)(O)O. The product is COC(=O)c1nc(C2CC2)nc(N)c1Cl. Reaction SMILES: [CH3:16][O:17][C:18]([O:19][CH3:20])=[O:21].[CH3:30][OH:31].[NH2:2][c:3]1[c:4]([Cl:15])[c:5]([C:12](=[O:13])[OH:14])[n:6][c:7]([CH:9]2[CH2:10][CH2:11]2)[n:8]1.[Na+:28].[OH-:27].[OH2:1].[OH2:29].[S:22](=[O:23])(=[O:24])([OH:25])[OH:26]>>[NH2:2][c:3]1[c:4]([Cl:15])[c:5]([C:12](=[O:13])[O:14][CH3:16])[n:6][c:7]([CH:9]2[CH2:10][CH2:11]2)[n:8]1. Starting materials: C(N)(=O)C(C(C)C)(C)NC(=O)C1=C2C(=NN(C2=CC=C1C(=O)O)C)C (4-[(1-Carbamoyl-1,2-dimethylpropyl)carbamoyl]1,3-dimethyl-1H-indazole-5-carboxylic acid), [N+](=[N-])=C (diazomethane). Solvent: CN(C=O)C (dimethylformamide). Product: C(N)(=O)C(C(C)C)(C)NC(=O)C1=C2C(=NN(C2=CC=C1C(=O)OC)C)C (Methyl 4-[(1-carbamoyl-1,2-dimethylpropyl)carbamoyl]-1,3-dimethyl-1H-indazole-5-carboxylate). Reaction SMILES: [C:1]([C:4]([NH:9][C:10]([C:12]1[C:20]([C:21]([OH:23])=[O:22])=[CH:19][CH:18]=[C:17]2[C:13]=1[C:14]([CH3:25])=[N:15][N:16]2[CH3:24])=[O:11])([CH3:8])[CH:5]([CH3:7])[CH3:6])(=[O:3])[NH2:2].[N+](=[CH2:28])=[N-]>CN(C)C=O>[C:1]([C:4]([NH:9][C:10]([C:12]1[C:20]([C:21]([O:23][CH3:28])=[O:22])=[CH:19][CH:18]=[C:17]2[C:13]=1[C:14]([CH3:25])=[N:15][N:16]2[CH3:24])=[O:11])([CH3:8])[CH:5]([CH3:6])[CH3:7])(=[O:3])[NH2:2]. Reported procedure: A solution of 4-[(1-Carbamoyl-1,2-dimethylpropyl)carbamoyl]1,3-dimethyl-1H-indazole-5-carboxylic acid (0.720 g, 2.07 mmol) in dry dimethylformamide is treated with sufficient ethereal diazomethane to give a permanent yellow color. The excess diazomethane is quenched with acetic acid, and the reaction mixture is concentrated in vacuo. The resultant residue is chased 2 times with xylene recrystallized from 50% aqueous methanol to give the title product as a white solid, mp 221°-222° C. The reactants are CNC1=NN(C2=C1C=NC(=C2)NC(=O)NC(C2OCCC2)C2=CC=CC=C2)C(C2=CC=CC=C2)(C2=CC=CC=C2)C2=CC=CC=C2 (1-(3-(methylamino)-1-trityl-1H-pyrazolo[4,3-c]pyridin-6-yl)-3-(phenyl(tetrahydrofuran-2-yl)methyl)urea), C(C)[SiH](CC)CC (Triethylsilane). Solvent: C(=O)(C(F)(F)F)O (TFA). Reaction conditions: time 30 minute. Yields the product CNC1=NNC2=C1C=NC(=C2)NC(=O)NC(C2OCCC2)C2=CC=CC=C2 (1-(3-(methylamino)-1H-pyrazolo[4,3-c]pyridin-6-yl)-3-(phenyl(tetrahydrofuran-2-yl)methyl)urea). Reaction SMILES: [CH3:1][NH:2][C:3]1[C:7]2[CH:8]=[N:9][C:10]([NH:12][C:13]([NH:15][CH:16]([C:22]3[CH:27]=[CH:26][CH:25]=[CH:24][CH:23]=3)[CH:17]3[CH2:21][CH2:20][CH2:19][O:18]3)=[O:14])=[CH:11][C:6]=2[N:5](C(C2C=CC=CC=2)(C2C=CC=CC=2)C2C=CC=CC=2)[N:4]=1.C([SiH](CC)CC)C>C(O)(C(F)(F)F)=O>[CH3:1][NH:2][C:3]1[C:7]2[CH:8]=[N:9][C:10]([NH:12][C:13]([NH:15][CH:16]([C:22]3[CH:27]=[CH:26][CH:25]=[CH:24][CH:23]=3)[CH:17]3[CH2:21][CH2:20][CH2:19][O:18]3)=[O:14])=[CH:11][C:6]=2[NH:5][N:4]=1. Reported procedure: 1-(3-(methylamino)-1-trityl-1H-pyrazolo[4,3-c]pyridin-6-yl)-3-(phenyl(tetrahydrofuran-2-yl)methyl)urea (320 mg, 0.526 mmol) was taken up in TFA (3.0 ml). Triethylsilane (0.126 ml, 0.789 mmol) was added and the reaction was allowed to stir at rt for 30 mins. The reaction mixture was concentrated in vacuo. Saturated NaHCO3 was slowly added. The products were then washed with EtOAc (3×). The combined organic layers were then washed with brine, dried over MgSO4, filtered through celite, then concent... The reagents and catalysts are [Pd] (Pd-C). Reported procedure: 640 mg of 1-benzyloxycarbonyl-3-(1-tert-butoxycarbonylaminoethyl)pyrrolidine isomer (P-2A) and 300 mg of 5% Pd-C (50% wet) were added to 20 ml of ethanol and catalytic reduction was carried out at room temperature under 3 atm. for 3 h. Then, the catalyst was filtered off and ethanol was distilled off to obtain 390 mg of the desired compound (P-3A) in the form of a colorless, viscous oil. Reaction conditions: time 3 hour. Reactants: C(C1=CC=CC=C1)OC(=O)N1CC(CC1)C(C)NC(=O)OC(C)(C)C (1-benzyloxycarbonyl-3-(1-tert-butoxycarbonylaminoethyl)pyrrolidine). Isolated yield 99.1%. Run in C(C)O (ethanol). The product is C(C)(C)(C)OC(=O)NC(C)C1CNCC1 (3-(1-tert-butoxycarbonylaminoethyl)pyrrolidine). Reaction SMILES: C(OC([N:11]1[CH2:15][CH2:14][CH:13]([CH:16]([NH:18][C:19]([O:21][C:22]([CH3:25])([CH3:24])[CH3:23])=[O:20])[CH3:17])[CH2:12]1)=O)C1C=CC=CC=1>[Pd].C(O)C>[C:22]([O:21][C:19]([NH:18][CH:16]([CH:13]1[CH2:14][CH2:15][NH:11][CH2:12]1)[CH3:17])=[O:20])([CH3:23])([CH3:24])[CH3:25]. Reactants: C(=O)C(C(=O)OCC)CC1=CC(=C(C(=C1)OC)OC)OC (ethyl 2-formyl-3-(3,4,5-trimethoxyphenyl)-propionate), [N+](=O)([O-])NC(=N)N (nitroguanidine), C[O-].[Na+] (sodium methoxide). Run in CO (methanol). The product is [N+](=O)([O-])NC1=NC=C(C(N1)=O)CC1=CC(=C(C(=C1)OC)OC)OC (2-nitroamino-5-(3,4,5-trimethoxybenzyl)-4-pyrimidone). Isolated yield 13.0%. As a reaction SMILES: [CH:1]([CH:3]([CH2:9][C:10]1[CH:15]=[C:14]([O:16][CH3:17])[C:13]([O:18][CH3:19])=[C:12]([O:20][CH3:21])[CH:11]=1)[C:4](OCC)=O)=[O:2].[N+:22]([NH:25][C:26]([NH2:28])=[NH:27])([O-:24])=[O:23].C[O-].[Na+]>CO>[N+:22]([NH:25][C:26]1[NH:28][C:1](=[O:2])[C:3]([CH2:9][C:10]2[CH:15]=[C:14]([O:16][CH3:17])[C:13]([O:18][CH3:19])=[C:12]([O:20][CH3:21])[CH:11]=2)=[CH:4][N:27]=1)([O-:24])=[O:23] |f:2.3|. Procedure: Crude ethyl 2-formyl-3-(3,4,5-trimethoxyphenyl)-propionate (7.41 g) was reacted with nitroguanidine (2.62 g) and sodium methoxide in refluxing methanol for 40 hours to give 2-nitroamino-5-(3,4,5-trimethoxybenzyl)-4-pyrimidone in 13% yield.